This data is from the Open Reaction Database (ORD), a public repository of structured organic reaction records. The task is: describe an organic reaction: reactants, conditions, products, and yield Starting materials: C([O-])([O-])=O.[K+].[K+] (potassium carbonate), Cl (hydrochloric acid), 30, [N+](=O)([O-])[O-].[Na+] (sodium nitrate), OCCNC(NN)=S (4-(2-hydroxyethyl) thiosemicarbazide), C(C1=CC=CC=C1)Cl (benzyl chloride), benzyl N-(2-hydroxyethyl) thiocarbazimidate. Solvent: O (water), CO (methanol), O (water). Conditions: time 20 hour. The product is OCCN1N=NN=C1SCC1=CC=CC=C1 (1-(2-hydroxyethyl)-5-benzylthio-1H-tetrazole). The yield is 83.1%. Reaction SMILES: [OH:1][CH2:2][CH2:3][NH:4][C:5](=[S:8])[NH:6][NH2:7].[CH2:9](Cl)[C:10]1[CH:15]=[CH:14][CH:13]=[CH:12][CH:11]=1.[N+:17]([O-])([O-])=O.[Na+].Cl.C(=O)([O-])[O-].[K+].[K+]>O.CO>[OH:1][CH2:2][CH2:3][N:4]1[C:5]([S:8][CH2:9][C:10]2[CH:15]=[CH:14][CH:13]=[CH:12][CH:11]=2)=[N:6][N:7]=[N:17]1 |f:2.3,5.6.7|. Reported procedure: A mixture of 4-(2-hydroxyethyl) thiosemicarbazide (10.3 g), benzyl chloride (10.6 g), water (30 ml) and methanol (60 ml) was stirred for 20 hours at room temperature to give a homogeneous solution containing benzyl N-(2-hydroxyethyl) thiocarbazimidate. The solution was ice-cooled and thereto was little by little added sodium nitrate (5.24 g) with stirring and then dropwise added conc. hydrochloric acid (3.5 ml) over a period of 30 mimetes. The resulting mixture was stirred for an hour under ice-... Reactants: CCOC(=O)c1cc2c(C)c(Oc3ccc(O)c(C(=O)N(C)C4CCC4)c3)c(C)cc2[nH]1, CO, [K+], [OH-], O. The product is Cc1cc2[nH]c(C(=O)O)cc2c(C)c1Oc1ccc(O)c(C(=O)N(C)C2CCC2)c1. RXN SMILES: [CH2:1]([CH3:2])[O:3][C:4](=[O:5])[c:6]1[nH:7][c:8]2[cH:9][c:10]([CH3:32])[c:11]([O:16][c:17]3[cH:18][c:19]([C:24]([N:25]([CH3:26])[CH:27]4[CH2:28][CH2:29][CH2:30]4)=[O:31])[c:20]([OH:23])[cH:21][cH:22]3)[c:12]([CH3:15])[c:13]2[cH:14]1.[CH3:35][OH:36].[K+:34].[OH-:33].[OH2:37]>>[O:3]=[C:4]([OH:5])[c:6]1[nH:7][c:8]2[cH:9][c:10]([CH3:32])[c:11]([O:16][c:17]3[cH:18][c:19]([C:24]([N:25]([CH3:26])[CH:27]4[CH2:28][CH2:29][CH2:30]4)=[O:31])[c:20]([OH:23])[cH:21][cH:22]3)[c:12]([CH3:15])[c:13]2[cH:14]1. Reactants: [Br-], [O-]Cl, ClCCl, CC1C(=O)N(CCCO)CCN1C(=O)C=Cc1ccc(F)c(Cl)c1, [K+], [Na+], [Na+], O=C([O-])O. Yields the product CC1C(=O)N(CCC(=O)O)CCN1C(=O)C=Cc1ccc(F)c(Cl)c1. RXN SMILES: [Br-:31].[Cl:32][O-:33].[Cl:35][CH2:36][Cl:37].[Cl:6][c:7]1[cH:8][c:9]([CH:14]=[CH:15][C:16](=[O:17])[N:18]2[CH:19]([CH3:29])[C:20](=[O:28])[N:21]([CH2:24][CH2:25][CH2:26][OH:27])[CH2:22][CH2:23]2)[cH:10][cH:11][c:12]1[F:13].[K+:30].[Na+:1].[Na+:34].[OH:2][C:3]([O-:4])=[O:5]>>[OH:2][C:3](=[O:5])[CH2:25][CH2:24][N:21]1[C:20](=[O:28])[CH:19]([CH3:29])[N:18]([C:16]([CH:15]=[CH:14][c:9]2[cH:8][c:7]([Cl:6])[c:12]([F:13])[cH:11][cH:10]2)=[O:17])[CH2:23][CH2:22]1. Starting materials: O=C(n1ccnc1)n1ccnc1, CCOC(C)=O, CO, CN(CCCN)CCC(c1ccc(F)cc1)c1ccccn1, NCCCOc1cccc(CN2CCCCC2)c1. Yields the product CN(CCCNC(=O)NCCCOc1cccc(CN2CCCCC2)c1)CCC(c1ccc(F)cc1)c1ccccn1. As a reaction SMILES: [C:23](=[O:24])([n:25]1[cH:26][cH:27][n:28][cH:29]1)[n:30]1[cH:31][cH:32][n:33][cH:34]1.[C:55]([O:56][CH2:57][CH3:58])(=[O:59])[CH3:60].[CH3:53][OH:54].[F:1][c:2]1[cH:3][cH:4][c:5]([CH:8]([CH2:9][CH2:10][N:11]([CH2:12][CH2:13][CH2:14][NH2:15])[CH3:16])[c:17]2[n:18][cH:19][cH:20][cH:21][cH:22]2)[cH:6][cH:7]1.[N:35]1([CH2:41][c:42]2[cH:43][c:44]([O:45][CH2:46][CH2:47][CH2:48][NH2:49])[cH:50][cH:51][cH:52]2)[CH2:36][CH2:37][CH2:38][CH2:39][CH2:40]1>>[F:1][c:2]1[cH:3][cH:4][c:5]([CH:8]([CH2:9][CH2:10][N:11]([CH2:12][CH2:13][CH2:14][NH:15][C:23](=[O:24])[NH:49][CH2:48][CH2:47][CH2:46][O:45][c:44]2[cH:43][c:42]([CH2:41][N:35]3[CH2:36][CH2:37][CH2:38][CH2:39][CH2:40]3)[cH:52][cH:51][cH:50]2)[CH3:16])[c:17]2[n:18][cH:19][cH:20][cH:21][cH:22]2)[cH:6][cH:7]1. The reactants are COC(OC)OC, [Cl-], Cl, Nc1ccc([N+](=O)[O-])cc1, O=N[O-], [Na+], O, O=C(O)C(Cl)(Cl)Cl, c1ccccc1. The product is O=[N+]([O-])c1ccc(-c2ccccc2)cc1. As a reaction SMILES: [CH3:19][O:20][CH:21]([O:22][CH3:23])[O:24][CH3:25].[Cl-:18].[ClH:36].[N+:1](=[O:2])([O-:3])[c:4]1[cH:5][cH:6][c:7]([NH2:8])[cH:9][cH:10]1.[N:32]([O-:33])=[O:34].[Na+:35].[OH2:37].[OH:11][C:12]([C:13]([Cl:14])([Cl:15])[Cl:16])=[O:17].[cH:26]1[cH:27][cH:28][cH:29][cH:30][cH:31]1>>[N+:1](=[O:2])([O-:3])[c:4]1[cH:5][cH:6][c:7](-[c:26]2[cH:27][cH:28][cH:29][cH:30][cH:31]2)[cH:9][cH:10]1. Reactants: O=CC1=CC(OC)=C(O)C=C1 (vanillin), epoxide, epoxide, C(C1CO1)OC=1C(C=O)=CC=CC1 (Salicylaldehyde glycidyl ether), C(C=1C(O)=CC=CC1)=O (salicylaldehyde). The product is C(C1CO1)OC1=C(C=C(C=O)C=C1)OC (Vanillin glycidyl ether). Isolated yield 96.0%. Reaction SMILES: [O:1]=[CH:2][C:3]1[CH:11]=[CH:10][C:8]([OH:9])=[C:5]([O:6][CH3:7])[CH:4]=1.[CH2:12](OC1C(=CC=CC=1)C=O)[CH:13]1[O:15][CH2:14]1.C(=O)C1C(=CC=CC=1)O>>[CH2:12]([O:9][C:8]1[CH:10]=[CH:11][C:3]([CH:2]=[O:1])=[CH:4][C:5]=1[O:6][CH3:7])[CH:13]1[O:15][CH2:14]1. Reported procedure: Vanillin glycidyl ether (3-methoxy-4-glycidyloxybenzaldehyde) was prepared in a similar manner to Method A, but starting from vanillin in place of p-hydroxybenzaldehyde. The yield was 96% of theory, the product having an epoxide content of 4.41 equivalents/kg (theoretical value 4.8 equivalents/kg). A sample was recrystallised from ethanol, giving 95% recovery of product having an epoxide content of 4.76 equivalents/kg, melting point 101° C. Salicylaldehyde glycidyl ether (o-glycidyloxybenzaldehy... The reactants are C[N+](=CCl)C.[Cl-] (Vilsmeier reagent), P(=O)(Cl)(Cl)Cl (phosphorus oxychloride), BrCC(C(C(=O)O)=NOCC(=O)OCC(Cl)(Cl)Cl)=O (4-bromo-2-(2,2,2-trichloroethoxycarbonylmethoxyimino)-3-oxobutyric acid), Cl.NC1[C@@H]2N(C(=C(CS2)C=C)C(=O)OC(C2=CC=CC=C2)C2=CC=CC=C2)C1=O (benzhydryl 7-amino-3-vinyl-3-cephem-4-carboxylate hydrochloride), C[Si](C)(C)CC(=O)N (trimethylsilylacetamide). The solvent is O1CCCC1 (tetrahydrofuran), CN(C=O)C (N,N-dimethylformamide), C(C)(=O)OCC (ethyl acetate). Conditions: temperature 5 celsius. Product: BrCC(C(C(=O)NC1[C@@H]2N(C(=C(CS2)C=C)C(=O)OC(C2=CC=CC=C2)C2=CC=CC=C2)C1=O)=NOCC(=O)OCC(Cl)(Cl)Cl)=O (benzhydryl 7-[4-bromo-2-(2,2,2-trichloroethoxycarbonylmethoxyimino)-3-oxobutyramido]-3-vinyl-3-cephem-4-carboxylate). Isolated yield 89.0%. RXN SMILES: C[N+](C)=CCl.[Cl-].P(Cl)(Cl)(Cl)=O.[Br:12][CH2:13][C:14](=[O:30])[C:15](=[N:19][O:20][CH2:21][C:22]([O:24][CH2:25][C:26]([Cl:29])([Cl:28])[Cl:27])=[O:23])[C:16]([OH:18])=O.Cl.[NH2:32][CH:33]1[C:58](=[O:59])[N:35]2[C:36]([C:42]([O:44][CH:45]([C:52]3[CH:57]=[CH:56][CH:55]=[CH:54][CH:53]=3)[C:46]3[CH:51]=[CH:50][CH:49]=[CH:48][CH:47]=3)=[O:43])=[C:37]([CH:40]=[CH2:41])[CH2:38][S:39][C@H:34]12.C[Si](CC(N)=O)(C)C>O1CCCC1.C(OCC)(=O)C.CN(C)C=O>[Br:12][CH2:13][C:14](=[O:30])[C:15](=[N:19][O:20][CH2:21][C:22]([O:24][CH2:25][C:26]([Cl:29])([Cl:28])[Cl:27])=[O:23])[C:16]([NH:32][CH:33]1[C:58](=[O:59])[N:35]2[C:36]([C:42]([O:44][CH:45]([C:46]3[CH:47]=[CH:48][CH:49]=[CH:50][CH:51]=3)[C:52]3[CH:57]=[CH:56][CH:55]=[CH:54][CH:53]=3)=[O:43])=[C:37]([CH:40]=[CH2:41])[CH2:38][S:39][C@H:34]12)=[O:18] |f:0.1,4.5|. Procedure details: Vilsmeier reagent prepared from phosphorus oxychloride (7.1 ml) and N,N-dimethylformamide (6.0 ml) was suspended in dry tetrahydrofuran (25 ml). To this suspension was added 4-bromo-2-(2,2,2-trichloroethoxycarbonylmethoxyimino)-3-oxobutyric acid (25 g), and the mixture was stirred at 5° C. for an hour to prepare the activated acid solution. This solution was added at a time to a solution of benzhydryl 7-amino-3-vinyl-3-cephem-4-carboxylate hydrochloride (16.2 g) and trimethylsilylacetamide (40 g...